Dataset: the Open Reaction Database (ORD), a public repository of structured organic reaction records. Task: describe an organic reaction: reactants, conditions, products, and yield Starting materials: O=C1c2ccccc2C(=O)N1CCCBr, O=C([O-])[O-], CCCCCC, CC#N, [K+], [K+], C1=C(c2cccc3ccccc23)CCNC1. The product is O=C1NC(=O)c2ccccc21. Reaction SMILES: [Br:17][CH2:18][CH2:19][CH2:20][N:21]1[C:22](=[O:31])[c:23]2[c:24]([cH:27][cH:28][cH:29][cH:30]2)[C:25]1=[O:26].[C:32](=[O:33])([O-:34])[O-:35].[CH3:38][CH2:39][CH2:40][CH2:41][CH2:42][CH3:43].[CH3:44][C:45]#[N:46].[K+:36].[K+:37].[c:1]1([C:2]2=[CH:7][CH2:6][NH:5][CH2:4][CH2:3]2)[c:8]2[c:9]([cH:10][cH:11][cH:12][cH:13]2)[cH:14][cH:15][cH:16]1>>[NH:21]1[C:22](=[O:31])[c:23]2[c:24]([cH:27][cH:28][cH:29][cH:30]2)[C:25]1=[O:26]. The reactants are hydrochloride salt, CC1=CC=C(C=C1)S(=O)(=O)OCC1OC2=C(C1)C=C(C=C2C2=C(C=CC=C2Cl)Cl)F ([5-fluoro-7-(2,6-dichlorophenyl)-2,3-dihydro-1-benzofuran-2-yl]methyl 4-methylbenzenesulfonate), C(C)N (ethylamine). Yields the product ClC1=C(C(=CC=C1)Cl)C1=CC(=CC=2CC(OC21)CNCC)F ((±)-N-{[7-(2,6-dichlorophenyl)-5-fluoro-2,3-dihydro-1-benzofuran-2-yl]methyl}ethanamine). Reaction SMILES: CC1C=CC(S(O[CH2:12][CH:13]2[CH2:17][C:16]3[CH:18]=[C:19]([F:30])[CH:20]=[C:21]([C:22]4[C:27]([Cl:28])=[CH:26][CH:25]=[CH:24][C:23]=4[Cl:29])[C:15]=3[O:14]2)(=O)=O)=CC=1.[CH2:31]([NH2:33])[CH3:32]>>[Cl:29][C:23]1[CH:24]=[CH:25][CH:26]=[C:27]([Cl:28])[C:22]=1[C:21]1[C:15]2[O:14][CH:13]([CH2:12][NH:33][CH2:31][CH3:32])[CH2:17][C:16]=2[CH:18]=[C:19]([F:30])[CH:20]=1. Reported procedure: The title compound was prepared (0.068 g, 56%) following the general procedure of Example 390 as a white solid, hydrochloride salt from (±)-([5-fluoro-7-(2,6-dichlorophenyl)-2,3-dihydro-1-benzofuran-2-yl]methyl 4-methylbenzenesulfonate (0.15 g, 0.32 mmol) and ethylamine (0.138 g, 3.2 mmol). mp 138.140° C. Starting materials: Cl.NCCS (cysteamine hydrochloride), NC=1NC=C(N1)CSCCN (2-amino-4-[(2-aminoethyl)thiomethyl]imidazole), CN=C=S (methyl isothiocyanate), Cl.NC=1NC=C(N1)CO (2-amino-4-hydroxymethylimidazole hydrochloride), C1([N+](=O)[O-])=CC([N+](=O)[O-])=CC([N+](=O)[O-])=C1[O-] (picrate), Cl (hydrochloric acid). The product is CNC(=S)NCCSCC=1N=C(NC1)N (N-methyl-N'-[2-((2-amino-4-imidazolyl)methylthio)ethyl]thiourea). Reaction SMILES: Cl.NC1NC=C(CO)N=1.C1(C([O-])=C([N+]([O-])=O)C=C([N+]([O-])=O)C=1)[N+]([O-])=O.Cl.Cl.NCCS.[NH2:32][C:33]1[NH:34][CH:35]=[C:36]([CH2:38][S:39][CH2:40][CH2:41][NH2:42])[N:37]=1.[CH3:43][N:44]=[C:45]=[S:46]>>[CH3:43][NH:44][C:45]([NH:42][CH2:41][CH2:40][S:39][CH2:38][C:36]1[N:37]=[C:33]([NH2:32])[NH:34][CH:35]=1)=[S:46] |f:0.1,4.5|. Reported procedure: Reaction of 2-amino-4-hydroxymethylimidazole hydrochloride (which is obtained by treating the picrate salt with hydrochloric acid) with cysteamine hydrochloride and reaction of the resulting 2-amino-4-[(2-aminoethyl)thiomethyl]imidazole with methyl isothiocyanate by the methods of Example 1 gives N-methyl-N'-[2-((2-amino-4-imidazolyl)methylthio)ethyl]thiourea. Starting materials: ClC=1C(=CC=C2CCNC(C12)=O)F (8-chloro-7-fluoro-3,4-dihydro-2H-isoquinolin-1-one), IC=1C=NC=CC1C (3-iodo-4-methyl-pyridine), trans-N,N′-dimethyl-cyclohexyl-1,2-diamine, P(=O)([O-])([O-])[O-].[K+].[K+].[K+] (potassium phosphate). Reaction SMILES: [Cl:1][C:2]1[C:3]([F:13])=[CH:4][CH:5]=[C:6]2[C:11]=1[C:10](=[O:12])[NH:9][CH2:8][CH2:7]2.I[C:15]1[CH:16]=[N:17][CH:18]=[CH:19][C:20]=1[CH3:21].P([O-])([O-])([O-])=O.[K+].[K+].[K+]>[Cu](I)I.O1CCOCC1>[Cl:1][C:2]1[C:3]([F:13])=[CH:4][CH:5]=[C:6]2[C:11]=1[C:10](=[O:12])[N:9]([C:15]1[CH:16]=[N:17][CH:18]=[CH:19][C:20]=1[CH3:21])[CH2:8][CH2:7]2 |f:2.3.4.5|. Run in O1CCOCC1 (1,4-dioxane). Isolated yield 27.4%. Procedure details: Using analogous reaction conditions as described in Example 1, 8-chloro-7-fluoro-3,4-dihydro-2H-isoquinolin-1-one (250 mg, 1.2562 mmol) was reacted with 3-iodo-4-methyl-pyridine (275.12 mg, 1.2562 mmol), 1,4-dioxane (10 mL), copper iodide (23.9 mg, 0.12562 mmol), trans-N,N′-dimethyl-cyclohexyl-1,2-diamine (60 mL, 0.3768 mmol) and potassium phosphate (665.7 mg, 3.1405 mmol) to afford the crude product. Purification by column chromatography on silica gel (40% ethylacetate in hexane) afforded 100 m... The product is ClC=1C(=CC=C2CCN(C(C12)=O)C=1C=NC=CC1C)F (8-Chloro-7-fluoro-2-(4-methyl-pyridin-3-yl)-3,4-dihydro-2H-isoquinolin-1-one). Reagents/catalysts: [Cu](I)I (copper iodide).